From a dataset of the Open Reaction Database (ORD), a public repository of structured organic reaction records. describe an organic reaction: reactants, conditions, products, and yield As a reaction SMILES: [Br:3][CH:4]1[C:5]([CH3:24])([CH3:25])[O:6][c:7]2[cH:8][cH:9][c:10]([S:15](=[O:16])(=[O:17])[c:18]3[cH:19][cH:20][cH:21][cH:22][cH:23]3)[cH:11][c:12]2[CH:13]1[OH:14].[CH3:27][S:28]([CH3:29])=[O:30].[H-:2].[Na+:1].[OH2:26]>>[CH:4]12[C:5]([CH3:24])([CH3:25])[O:6][c:7]3[cH:8][cH:9][c:10]([S:15](=[O:16])(=[O:17])[c:18]4[cH:19][cH:20][cH:21][cH:22][cH:23]4)[cH:11][c:12]3[CH:13]1[O:14]2. Yields the product CC1(C)Oc2ccc(S(=O)(=O)c3ccccc3)cc2C2OC21. The reactants are CC1(C)Oc2ccc(S(=O)(=O)c3ccccc3)cc2C(O)C1Br, CS(C)=O, [H-], [Na+], O. Starting materials: B, CSC, COC(=O)c1ccc2cc(C)c(C(=O)c3ccc(Cl)cc3Cl)n2c1, Cl, [Na+], C1CCOC1, O=C([O-])O. The product is COC(=O)c1ccc2cc(C)c(Cc3ccc(Cl)cc3Cl)n2c1. As a reaction SMILES: [BH3:28].[CH3:25][S:26][CH3:27].[Cl:1][c:2]1[c:3]([C:4](=[O:5])[c:6]2[c:7]([CH3:19])[cH:8][c:9]3[cH:10][cH:11][c:12]([C:15](=[O:16])[O:17][CH3:18])[cH:13][n:14]23)[cH:20][cH:21][c:22]([Cl:24])[cH:23]1.[ClH:29].[Na+:30].[O:35]1[CH2:36][CH2:37][CH2:38][CH2:39]1.[OH:31][C:32](=[O:33])[O-:34]>>[Cl:1][c:2]1[c:3]([CH2:4][c:6]2[c:7]([CH3:19])[cH:8][c:9]3[cH:10][cH:11][c:12]([C:15](=[O:16])[O:17][CH3:18])[cH:13][n:14]23)[cH:20][cH:21][c:22]([Cl:24])[cH:23]1. The reactants are CN(C)CC1C(C2=C(OCC1)C=CC=C2)(O)CC2=CC(=CC=C2)OC ((4RS,5RS)-4-dimethylaminomethyl-5-(3-methoxybenzyl)-2,3,4,5-tetrahydrobenzo[b]oxepin-5-ol), COC=1C=C(C[Mg]Cl)C=CC1 (3-methoxybenzylmagnesium chloride), CN(C)CC1C(C2=C(OCC1)C=CC=C2)=O (4-dimethylaminomethyl-3,4-dihydro-2H-benzo[b]oxepin-5-one), CS(=O)(=O)O (methanesulfonic acid), N[C@@H](CCSC)C(=O)O (methionine), C([O-])(O)=O.[Na+] (sodium bicarbonate). Conditions: temperature 40 celsius, time 4 day. Yields the product Cl.CN(C)CC1/C(/C2=C(OCC1)C=CC=C2)=C/C=2C=C(C=CC2)O (Z-(4RS)3-(4-Dimethylaminomethyl-3,4-dihydro-2H-benzo[b]oxepin-5-ylidene-methyl)-phenol hydrochloride). As a reaction SMILES: [CH3:1][N:2]([CH2:4][CH:5]1[CH2:11][CH2:10][O:9][C:8]2[CH:12]=[CH:13][CH:14]=[CH:15][C:7]=2[C:6]1([CH2:17][C:18]1[CH:23]=[CH:22][CH:21]=[C:20]([O:24]C)[CH:19]=1)O)[CH3:3].COC1C=C(C=CC=1)C[Mg][Cl:33].CN(CC1CCOC2C=CC=CC=2C1=O)C.CS(O)(=O)=O.N[C@H](C(O)=O)CCSC.C(=O)(O)[O-].[Na+]>>[ClH:33].[CH3:1][N:2]([CH2:4][CH:5]1[CH2:11][CH2:10][O:9][C:8]2[CH:12]=[CH:13][CH:14]=[CH:15][C:7]=2/[C:6]/1=[CH:17]\[C:18]1[CH:19]=[C:20]([OH:24])[CH:21]=[CH:22][CH:23]=1)[CH3:3] |f:5.6,7.8|. Reported procedure: A mixture of 4.78 g (4RS,5RS)-4-dimethylaminomethyl-5-(3-methoxybenzyl)-2,3,4,5-tetrahydrobenzo[b]oxepin-5-ol (prepared from 3-methoxybenzylmagnesium chloride and 4-dimethylaminomethyl-3,4-dihydro-2H-benzo[b]oxepin-5-one analogously to example 1, stage 1), 28 ml methanesulfonic acid and 3.20 g methionine was stirred at 40° C. for 4 days. Ice was then added and the mixture was cautiously rendered alkaline with sodium bicarbonate. It was extracted three times with 30 ml ethyl acetate each time and... Reactants: CCCCN(Cc1ccc(OCC(=O)OCC)c(C)c1)c1nccc(-c2ccc(Cl)cc2)n1, C1CCOC1, CO, [Na+], [OH-]. The product is CCCCN(Cc1ccc(OCC(=O)O)c(C)c1)c1nccc(-c2ccc(Cl)cc2)n1. RXN SMILES: [CH2:1]([CH2:2][CH2:3][CH3:4])[N:5]([c:6]1[n:7][cH:8][cH:9][c:10](-[c:12]2[cH:13][cH:14][c:15]([Cl:18])[cH:16][cH:17]2)[n:11]1)[CH2:19][c:20]1[cH:21][c:22]([CH3:33])[c:23]([O:24][CH2:25][C:26](=[O:27])[O:28][CH2:29][CH3:30])[cH:31][cH:32]1.[CH2:36]1[O:37][CH2:38][CH2:39][CH2:40]1.[CH3:41][OH:42].[Na+:35].[OH-:34]>>[CH2:1]([CH2:2][CH2:3][CH3:4])[N:5]([c:6]1[n:7][cH:8][cH:9][c:10](-[c:12]2[cH:13][cH:14][c:15]([Cl:18])[cH:16][cH:17]2)[n:11]1)[CH2:19][c:20]1[cH:21][c:22]([CH3:33])[c:23]([O:24][CH2:25][C:26](=[O:27])[OH:28])[cH:31][cH:32]1. The reactants are ClC1=CC=C2C(=CNC2=C1)C(=O)N1CCC(CC1)C1=C(C=CC=C1OC)OC ((6-chloro-1H-indol-3-yl)-[4-(2,6-dimethoxy-phenyl)-piperidin-1-yl]-methanone), N1=C(C=CC=C1)COS(=O)(=O)C (methanesulfonic acid pyridin-2-ylmethyl ester). The product is ClC1=CC=C2C(=CN(C2=C1)CC1=NC=CC=C1)C(=O)N1CCC(CC1)C1=C(C=CC=C1OC)OC ((6-Chloro-1-pyridin-2-ylmethyl-1H-indol-3-yl)-[4-(2,6-dimethoxy-phenyl)-piperidin-1-yl]-methanone). Reaction SMILES: [Cl:1][C:2]1[CH:10]=[C:9]2[C:5]([C:6]([C:11]([N:13]3[CH2:18][CH2:17][CH:16]([C:19]4[C:24]([O:25][CH3:26])=[CH:23][CH:22]=[CH:21][C:20]=4[O:27][CH3:28])[CH2:15][CH2:14]3)=[O:12])=[CH:7][NH:8]2)=[CH:4][CH:3]=1.[N:29]1[CH:34]=[CH:33][CH:32]=[CH:31][C:30]=1[CH2:35]OS(C)(=O)=O>>[Cl:1][C:2]1[CH:10]=[C:9]2[C:5]([C:6]([C:11]([N:13]3[CH2:14][CH2:15][CH:16]([C:19]4[C:24]([O:25][CH3:26])=[CH:23][CH:22]=[CH:21][C:20]=4[O:27][CH3:28])[CH2:17][CH2:18]3)=[O:12])=[CH:7][N:8]2[CH2:35][C:30]2[CH:31]=[CH:32][CH:33]=[CH:34][N:29]=2)=[CH:4][CH:3]=1. Reported procedure: Following general procedure II, the alkylation of (6-chloro-1H-indol-3-yl)-[4-(2,6-dimethoxy-phenyl)-piperidin-1-yl]-methanone (preparation described herein), with methanesulfonic acid pyridin-2-ylmethyl ester (described in WO 9955318) gave the title compound. Solvent: CCOCC (ether), CCOCC (ether). Reported procedure: A solution of 3-(2-benzyloxy-4-ethyl-phenyl)-acrylic acid ethyl ester (2.9 g, 9.3 mmol) dissolved in ether (7 mL) was added to a cooled 0° C. suspension of lithium aluminium hydride (0.89 g, 23.4 mmol) in ether (20 mL). The reaction mixture was stirred for 4 hours, quenched with H2O (3.6 mL) and 15% NaOH (0.9 mL) and then filtered through glass frit washing with ether. The filtrate was concentrated to a clear oil and purified by flash column chromatography (0% to 30% EtOAc in hexanes) to give th... Reactants: C(C)OC(C=CC1=C(C=C(C=C1)CC)OCC1=CC=CC=C1)=O (3-(2-benzyloxy-4-ethyl-phenyl)-acrylic acid ethyl ester), [H-].[Al+3].[Li+].[H-].[H-].[H-] (lithium aluminium hydride). Reaction SMILES: C([O:3][C:4](=O)[CH:5]=[CH:6][C:7]1[CH:12]=[CH:11][C:10]([CH2:13][CH3:14])=[CH:9][C:8]=1[O:15][CH2:16][C:17]1[CH:22]=[CH:21][CH:20]=[CH:19][CH:18]=1)C.[H-].[Al+3].[Li+].[H-].[H-].[H-]>CCOCC>[CH2:16]([O:15][C:8]1[CH:9]=[C:10]([CH2:13][CH3:14])[CH:11]=[CH:12][C:7]=1[CH:6]=[CH:5][CH2:4][OH:3])[C:17]1[CH:22]=[CH:21][CH:20]=[CH:19][CH:18]=1 |f:1.2.3.4.5.6|. The product is C(C1=CC=CC=C1)OC1=C(C=CC(=C1)CC)C=CCO (3-(2-Benzyloxy-4-ethyl-phenyl)-prop-2-en-1-ol). Reaction conditions: time 4 hour. Yield: 71.3%. Starting materials: ClC1=C(C=C(S1)S(=O)(=O)N)[N+](=O)[O-] (5-chloro-4-nitro-thiophene-2-sulfonamide). Solvent: CO (methanol). The product is NC=1C=C(SC1Cl)S(=O)(=O)N (4-Amino-5-chloro-thiophene-2-sulfonic acid amide). As a reaction SMILES: [Cl:1][C:2]1[S:6][C:5]([S:7]([NH2:10])(=[O:9])=[O:8])=[CH:4][C:3]=1[N+:11]([O-])=O>CO>[NH2:11][C:3]1[CH:4]=[C:5]([S:7]([NH2:10])(=[O:8])=[O:9])[S:6][C:2]=1[Cl:1]. Reported procedure: Hydrogenation of a stirred solution of 5-chloro-4-nitro-thiophene-2-sulfonamide [CAS-No. 61714-46-3; commercially available] (1.13 g, 4.66 mmol) in methanol (140 ml) on Raney-Nickel (1.13 g) for 3 h at room temperature yielded after removal of the catalyst by filtration, evaporation and column chromatography on silica gel (ethyl acetate/hexane) the title compound as a light brown solid. MS (ISP) 211.0 [(M−H)−], mp 138° C. Reactants: C(C)N1N=CN=C1 (1-ethyl-1H-1,2,4-triazole), CN(CCN(C)C)C (N,N,N′,N′-tetramethylethylenediamine), C(CCC)[Li] (n-butyllithium), solution, CN(C)C=O (DMF), C([O-])(O)=O.[Na+] (sodium bicarbonate). Solvent: C1CCOC1 (THF), hexanes. Reaction conditions: time 2 hour. Yields the product C(C)N1N=CN=C1C=O (1-Ethyl-1H-1,2,4-triazole-5-carbaldehyde). As a reaction SMILES: [CH2:1]([N:3]1[CH:7]=[N:6][CH:5]=[N:4]1)[CH3:2].CN(C)CCN(C)C.C([Li])CCC.CN([CH:24]=[O:25])C.C(=O)(O)[O-].[Na+]>C1COCC1>[CH2:1]([N:3]1[C:7]([CH:24]=[O:25])=[N:6][CH:5]=[N:4]1)[CH3:2] |f:4.5|. Procedure details: To a solution of 1-ethyl-1H-1,2,4-triazole (9.9 g, 0.10 mol) and N,N,N′,N′-tetramethylethylenediamine (15 mL) in THF (60 mL) at −78° C. was added n-butyllithium (64 mL of a 1.6M solution in hexanes, 0.10 mol). After stirring for 2 hours, DMF (8.7 mL, 0.11 mol) was added, the reaction allowed to warm to room temperature and stirred for 14 hours before being poured into saturated aqueous sodium bicarbonate solution (300 mL). The mixture was extracted with dichloromethane (3×150 mL) and the combine... Starting materials: ice water, BrCC1=CC=CC=C1 ((Bromomethyl)benzene), ClC=1C=CC(=C(C1)O)CO (5-chloro-2-(hydroxymethyl)phenol), [OH-].[Na+] (NaOH). Run in C(C)O (ethanol). Reaction conditions: time 8 hour. The product is ClC1=CC(=C(C=C1)CO)OCC1=CC=CC=C1 ((4-chloro-2-phenylmethoxyphenyl)methanol). The yield is 25.5%. Reaction SMILES: Br[CH2:2][C:3]1[CH:8]=[CH:7][CH:6]=[CH:5][CH:4]=1.[Cl:9][C:10]1[CH:11]=[CH:12][C:13]([CH2:17][OH:18])=[C:14]([OH:16])[CH:15]=1.[OH-].[Na+]>C(O)C>[Cl:9][C:10]1[CH:11]=[CH:12][C:13]([CH2:17][OH:18])=[C:14]([O:16][CH2:2][C:3]2[CH:8]=[CH:7][CH:6]=[CH:5][CH:4]=2)[CH:15]=1 |f:2.3|. Reported procedure: (Bromomethyl)benzene (323 mg, 1.89 mmol) was added to a mixture of 5-chloro-2-(hydroxymethyl)phenol (300 mg, 1.89 mmol, PREPARATION 7) and NaOH (1.1 mL, 2M in water) in ethanol (5 mL) at r.t. slowly. The reaction mixture was stirred overnight. Poured into ice water, and extracted with ethyl acetate twice, and washed the organic phase with water twice, brine and dried with anhydrous Na2SO4. The solvents were removed and the residue purified by silica gel chromatograph to give 120 mg of the title ... The reactants are c1ccc(CC2CCNCC2)cc1, CC#N, [K+], [K+], O=C([O-])[O-], Cc1cccc(C#CCCS(C)(=O)=O)c1. The product is Cc1cccc(C#CCCN2CCC(Cc3ccccc3)CC2)c1. RXN SMILES: [CH2:16]([c:17]1[cH:18][cH:19][cH:20][cH:21][cH:22]1)[CH:23]1[CH2:24][CH2:25][NH:26][CH2:27][CH2:28]1.[CH3:35][C:36]#[N:37].[K+:29].[K+:30].[O-:31][C:32]([O-:33])=[O:34].[S:1]([CH3:2])(=[O:3])(=[O:4])[CH2:5][CH2:6][C:7]#[C:8][c:9]1[cH:10][c:11]([CH3:15])[cH:12][cH:13][cH:14]1>>[CH2:5]([CH2:6][C:7]#[C:8][c:9]1[cH:10][c:11]([CH3:15])[cH:12][cH:13][cH:14]1)[N:26]1[CH2:25][CH2:24][CH:23]([CH2:16][c:17]2[cH:18][cH:19][cH:20][cH:21][cH:22]2)[CH2:28][CH2:27]1.